Dataset: the Open Reaction Database (ORD), a public repository of structured organic reaction records. Task: describe an organic reaction: reactants, conditions, products, and yield Reactants: CCOC(=O)Cn1c(=O)[nH]c2ccccc21, ClCc1ccc2ccccc2c1. Yields the product CCOC(=O)Cn1c(=O)n(Cc2ccc3ccccc3c2)c2ccccc21. Reaction SMILES: [CH2:1]([CH3:2])[O:3][C:4]([CH2:5][n:6]1[c:7](=[O:15])[nH:8][c:9]2[c:10]1[cH:11][cH:12][cH:13][cH:14]2)=[O:16].[Cl:17][CH2:18][c:19]1[cH:20][c:21]2[cH:22][cH:23][cH:24][cH:25][c:26]2[cH:27][cH:28]1>>[CH2:1]([CH3:2])[O:3][C:4]([CH2:5][n:6]1[c:7](=[O:15])[n:8]([CH2:18][c:19]2[cH:20][c:21]3[cH:22][cH:23][cH:24][cH:25][c:26]3[cH:27][cH:28]2)[c:9]2[c:10]1[cH:11][cH:12][cH:13][cH:14]2)=[O:16]. Reactants: COC(=O)C1CCC(C(=O)O)CC1, O=C=NS(=O)(=O)Cl, ClCCl, CN(C)C=O, O. Yields the product COC(=O)C1CCC(C#N)CC1. RXN SMILES: [CH3:8][O:9][C:10](=[O:11])[CH:12]1[CH2:13][CH2:14][CH:15]([C:18]([OH:19])=[O:20])[CH2:16][CH2:17]1.[Cl:1][S:2]([N:5]=[C:3]=[O:4])(=[O:6])=[O:7].[Cl:27][CH2:28][Cl:29].[O:21]=[CH:22][N:23]([CH3:24])[CH3:25].[OH2:26]>>[N:5]#[C:18][CH:15]1[CH2:14][CH2:13][CH:12]([C:10]([O:9][CH3:8])=[O:11])[CH2:17][CH2:16]1. The reactants are C(C1=CC=CC=C1)OC(C(C)(OC1=CC(=CC=C1)C1CNCCC1)C)=O (2-methyl-2-(3-piperidin-3-yl-phenoxy)-propionic acid benzyl ester), C([C@H](O)[C@@H](O)C(=O)O)(=O)O (L-(+)-tartaric acid). Run in O.CC(CC)=O (water 2-butanone), O.CC(CC)=O (water 2-butanone). The product is C(=O)(O)[C@H](O)[C@@H](O)C(=O)O.C(C1=CC=CC=C1)OC(C(C)(OC1=CC(=CC=C1)C1CNCCC1)C)=O (2-methyl-2-(3-piperidin-3-yl-phenoxy)-propionic acid benzyl ester-L-(+)-tartrate salt). Yield: 44.0%. As a reaction SMILES: [C:1]([OH:10])(=[O:9])[C@@H:2]([C@H:4]([C:6]([OH:8])=[O:7])[OH:5])[OH:3].[CH2:11]([O:18][C:19](=[O:36])[C:20]([CH3:35])([O:22][C:23]1[CH:28]=[CH:27][CH:26]=[C:25]([CH:29]2[CH2:34][CH2:33][CH2:32][NH:31][CH2:30]2)[CH:24]=1)[CH3:21])[C:12]1[CH:17]=[CH:16][CH:15]=[CH:14][CH:13]=1>O.CC(=O)CC>[C:6]([C@@H:4]([C@H:2]([C:1]([OH:10])=[O:9])[OH:3])[OH:5])([OH:8])=[O:7].[CH2:11]([O:18][C:19](=[O:36])[C:20]([CH3:21])([O:22][C:23]1[CH:28]=[CH:27][CH:26]=[C:25]([CH:29]2[CH2:34][CH2:33][CH2:32][NH:31][CH2:30]2)[CH:24]=1)[CH3:35])[C:12]1[CH:17]=[CH:16][CH:15]=[CH:14][CH:13]=1 |f:2.3,4.5|. Procedure details: To a solution of L-(+)-tartaric acid in refluxing 2.5% water/2-butanone (105 mL) was added 2-methyl-2-(3-piperidin-3-yl-phenoxy)-propionic acid benzyl ester (Preparation 2, Method C; 9.11 g, 25.8 mmol) in 2.5% water/2-butanone (20 mL). The resulting solution was allowed to cool to ambient temperature with stirring. As the mixture cooled, a white solid precipitated out. The suspension was allowed to stir at ambient temperature for 64 h. The precipitate was collected on a Buchner funnel and rinsed... Reactants: C1OC=2C=C(C=CC2O1)C1=CC(NC(=C1)C1=CC=CC=C1)=O (4-(3,4-methylenedioxyphenyl)-6-phenyl-2-pyridinone), BrCCCCC(C(=O)OCC)C (ethyl 6-bromo-2-methylhexanoate). Reagents/catalysts: C([O-])([O-])=O.[Ag+2] (silver carbonate). The solvent is CN(C=O)C (dimethylformamide). Run at temperature 100 celsius. Yields the product CC(C(=O)OCC)CCCCOC1=NC(=CC(=C1)C1=CC2=C(C=C1)OCO2)C2=CC=CC=C2 (ethyl 2-methyl-6-([4-(3,4-methylenedioxyphenyl)-6-phenyl-2-pyridyl]oxy}-hexanoate). RXN SMILES: [CH2:1]1[O:9][C:8]2[CH:7]=[CH:6][C:5]([C:10]3[CH:15]=[C:14]([C:16]4[CH:21]=[CH:20][CH:19]=[CH:18][CH:17]=4)[NH:13][C:12](=[O:22])[CH:11]=3)=[CH:4][C:3]=2[O:2]1.Br[CH2:24][CH2:25][CH2:26][CH2:27][CH:28]([CH3:34])[C:29]([O:31][CH2:32][CH3:33])=[O:30]>C(=O)([O-])[O-].[Ag+2].CN(C)C=O>[CH3:34][CH:28]([CH2:27][CH2:26][CH2:25][CH2:24][O:22][C:12]1[CH:11]=[C:10]([C:5]2[CH:6]=[CH:7][C:8]3[O:9][CH2:1][O:2][C:3]=3[CH:4]=2)[CH:15]=[C:14]([C:16]2[CH:21]=[CH:20][CH:19]=[CH:18][CH:17]=2)[N:13]=1)[C:29]([O:31][CH2:32][CH3:33])=[O:30] |f:2.3|. Procedure: The procedure in Example 5 is followed but using 4-(3,4-methylenedioxyphenyl)-6-phenyl-2-pyridinone (2.5 g), ethyl 6-bromo-2-methylhexanoate (4 g), silver carbonate (1.2 g) and dimethylformamide (100 cc). The reaction mixture is heated at 100° C. for 72 hours. The product is purified by chromatography under pressure on silica gel (30-60 mm; eluent: n-hexane-ethyl acetate 9-1 ). (yellowish oil) The reactants are COP(OC)(=O)C1=C(C=C(C=C1[N+](=O)[O-])C(=O)OC)[N+](=O)[O-] (2,6-dinitro-4-carbomethoxybenzene-phosphonic acid dimethylester). The reagents and catalysts are [Ni] (Raney nickel). The solvent is CO (methanol). Yields the product COP(OC)(=O)C1=C(C=C(C=C1N)C(=O)OC)N (2,6-Diamino-4-carbomethoxy-benzene-phosphonic acid dimethyl ester). As a reaction SMILES: [CH3:1][O:2][P:3]([C:7]1[C:12]([N+:13]([O-])=O)=[CH:11][C:10]([C:16]([O:18][CH3:19])=[O:17])=[CH:9][C:8]=1[N+:20]([O-])=O)(=[O:6])[O:4][CH3:5]>CO.[Ni]>[CH3:1][O:2][P:3]([C:7]1[C:8]([NH2:20])=[CH:9][C:10]([C:16]([O:18][CH3:19])=[O:17])=[CH:11][C:12]=1[NH2:13])(=[O:6])[O:4][CH3:5]. Procedure: 45 g of (0.134 mol) of 2,6-dinitro-4-carbomethoxybenzene-phosphonic acid dimethylester are dissolved in 550 ml of methanol and hydrogenated at 35° C and 60 excess atmospheres after the addition of 10 g of Raney nickel. The catalyst is filtered off after 4 hours and the solvent is then evaporated off and the residue is freed from any remaining solvent in a high vacuum. The reactants are [CH2-]C(=O)C (Acetonide), CC(=O)O.C1CCOC1.O (AcOH THF H2O). The yield is 99.0%. As a reaction SMILES: [CH2-:1][C:2]([CH3:4])=[O:3].CC(O)=[O:7].[CH2:9]1C[O:12][CH2:11][CH2:10]1.[OH2:14]>>[CH:9]1[CH:4]([OH:14])[CH:2]([OH:3])[CH:1]([OH:7])[CH:11]([OH:12])[CH:10]=1 |f:1.2.3|. Reaction conditions: temperature 60 celsius, time 6 hour. Procedure details: Acetonide 31 made as described above, (209 mg, 1.12 mmol) was dissolved in a mixture of AcOH/THF/H2O (2:1:1, 3 mL). The solution was stirred at 60° C. for 6 h. The solvent was evaporated and 164 mg (1.1 mmol, 99% yield) of Conduritol F was obtained. An analytical sample was obtained after recrystallization from MeOH-ether. Rf =0.18 (CHCl3 --MeOH, 4:1); mp=131°-132° C. (lit* 129°-130° C.); [α]20D =-84 (c 0.71, MeOH) (lit.* -70.5°, MeOH); IR (KBr) υ 3283, 2920, 1420, 1102, 1061 cm-1 ; 1H NMR (CDCl... The product is C1=CC(C(C(C1O)O)O)O (Conduritol). Starting materials: O1COC2=C1C=CC(=C2)C2NCC1=C2NC=2C=CC=CC2C1=O (3-(1,3-benzodioxol-5-yl)-1,2,3,4-tetrahydro-9H-pyrrolo[3,4-b]quinolin-9-one), BrC1=CC=C(C=C1)N1C=NC=C1 (1-(4-bromo-phenyl)-1H-imidazole), C1(=C(C=CC=C1)P(C(C)(C)C)C(C)(C)C)C1=CC=CC=C1 (biphenyl-2-yl-di-tert-butyl-phosphane), CC(C)(C)[O-].[Na+] (NaOtBu), O1CCOCC1 (1,4-dioxane). The reagents and catalysts are C=1C=CC(=CC1)/C=C/C(=O)/C=C/C2=CC=CC=C2.C=1C=CC(=CC1)/C=C/C(=O)/C=C/C2=CC=CC=C2.C=1C=CC(=CC1)/C=C/C(=O)/C=C/C2=CC=CC=C2.[Pd].[Pd] (Pd2dba3). Yields the product O1COC=C1C1N(CC=2NC=3C=CC=CC3C(C21)=O)C2=CC=C(C=C2)N2C=NC=C2 (1,3dioxol-5-yl-2-(4-imidazol-1-yl-phenyl)-1,2,3,4-tetrahydro-pyrrolo[3,4-b]quinolin-9-one). Reaction SMILES: O1C2C=CC([CH:10]3[C:14]4[NH:15][C:16]5[CH:17]=[CH:18][CH:19]=[CH:20][C:21]=5[C:22](=[O:23])[C:13]=4[CH2:12][NH:11]3)=CC=2OC1.Br[C:25]1[CH:30]=[CH:29][C:28]([N:31]2[CH:35]=[CH:34][N:33]=[CH:32]2)=[CH:27][CH:26]=1.C1(C2C=CC=CC=2)C=CC=CC=1P(C(C)(C)C)C(C)(C)C.CC([O-])(C)C.[Na+].[O:63]1[CH2:68]C[O:66][CH2:65][CH2:64]1>C1C=CC(/C=C/C(/C=C/C2C=CC=CC=2)=O)=CC=1.C1C=CC(/C=C/C(/C=C/C2C=CC=CC=2)=O)=CC=1.C1C=CC(/C=C/C(/C=C/C2C=CC=CC=2)=O)=CC=1.[Pd].[Pd]>[O:63]1[C:64]([CH:12]2[C:13]3[C:22](=[O:23])[C:21]4[CH:20]=[CH:19][CH:18]=[CH:17][C:16]=4[NH:15][C:14]=3[CH2:10][N:11]2[C:25]2[CH:30]=[CH:29][C:28]([N:31]3[CH:35]=[CH:34][N:33]=[CH:32]3)=[CH:27][CH:26]=2)=[CH:65][O:66][CH2:68]1 |f:3.4,6.7.8.9.10|. Procedure details: 3-(1,3-benzodioxol-5-yl)-1,2,3,4-tetrahydro-9H-pyrrolo[3,4-b]quinolin-9-one (30.6 mg, 0.1 mmol), 1-(4-bromo-phenyl)-1H-imidazole (22.3 mg, 0.1 mmol), Pd2dba3 (4.6 mg, 0.005 mmol), biphenyl-2-yl-di-tert-butyl-phosphane 3.0 mg, 0.01 mmol) and NaOtBu (14 mg, 0.14 mmol) were stirred in 1,4-dioxane (0.6 mL) at 89° C. for 17 hours. Purification by preparative TLC (5% CH3OH/CH2Cl2) yielded the title product as yellow powder.